Dataset: the Open Reaction Database (ORD), a public repository of structured organic reaction records. Task: describe an organic reaction: reactants, conditions, products, and yield Reactants: CC(C)(C)OC(=O)CCC(NC(=O)OCc1ccccc1)C(=O)N1CCN(c2cccc(C(F)(F)F)c2)CC1, CCO, [H][H]. Product: CC(C)(C)OC(=O)CCC(N)C(=O)N1CCN(c2cccc(C(F)(F)F)c2)CC1. RXN SMILES: [C:1]([CH3:2])([CH3:3])([CH3:4])[O:5][C:6]([CH2:7][CH2:8][CH:9]([C:10]([N:11]1[CH2:12][CH2:13][N:14]([c:17]2[cH:18][c:19]([C:23]([F:24])([F:25])[F:26])[cH:20][cH:21][cH:22]2)[CH2:15][CH2:16]1)=[O:27])[NH:28][C:29]([O:30][CH2:31][c:32]1[cH:33][cH:34][cH:35][cH:36][cH:37]1)=[O:38])=[O:39].[CH3:42][CH2:43][OH:44].[H:40][H:41]>>[C:1]([CH3:2])([CH3:3])([CH3:4])[O:5][C:6]([CH2:7][CH2:8][CH:9]([C:10]([N:11]1[CH2:12][CH2:13][N:14]([c:17]2[cH:18][c:19]([C:23]([F:24])([F:25])[F:26])[cH:20][cH:21][cH:22]2)[CH2:15][CH2:16]1)=[O:27])[NH2:28])=[O:39]. The reactants are C1(=CC=C(C=C1)O)C1=CC=C(C=C1)O (biphenyl-4,4'-diol), C(C(=C)C)(=O)[O-].[K+] (potassium methacrylate), compound, BrCCCCCC(=O)Cl (6-bromohexanoyl chloride), BrCCCCCC(=O)O.BrCCCCCC(=O)O.C1=CC=C(C=C1)C1=CC=CC=C1 (4,4'-biphenyl bis(6-bromohexanoate)). The solvent is C(C)N(CC)CC (triethylamine), C1(=CC=CC=C1)C (toluene), O (water), C(C)(C)(C)OC (methyl tert-butyl ether), CN(C=O)C (dimethylformamide). Reaction conditions: temperature 95 celsius, time 6.5 hour. Yields the product C(C(=C)C)(=O)OCCCCCC(=O)O.C(C(=C)C)(=O)OCCCCCC(=O)O.C1=CC=C(C=C1)C1=CC=CC=C1 (4,4'-Biphenyl bis(6-methacryloyloxyhexanoate)). Reaction SMILES: [C:1]1([C:8]2[CH:13]=[CH:12][C:11](O)=[CH:10][CH:9]=2)[CH:6]=[CH:5][C:4](O)=[CH:3][CH:2]=1.BrCCCCCC(Cl)=O.Br[CH2:25][CH2:26][CH2:27][CH2:28][CH2:29][C:30]([OH:32])=[O:31].Br[CH2:34][CH2:35][CH2:36][CH2:37][CH2:38][C:39]([OH:41])=[O:40].C1C=CC(C2C=CC=CC=2)=CC=1.[C:54]([O-:59])(=[O:58])[C:55]([CH3:57])=[CH2:56].[K+]>C1(C)C=CC=CC=1.CN(C)C=O.O.C(OC)(C)(C)C.C(N(CC)CC)C>[C:54]([O:59][CH2:25][CH2:26][CH2:27][CH2:28][CH2:29][C:30]([OH:32])=[O:31])(=[O:58])[C:55]([CH3:57])=[CH2:56].[C:54]([O:59][CH2:34][CH2:35][CH2:36][CH2:37][CH2:38][C:39]([OH:41])=[O:40])(=[O:58])[C:55]([CH3:57])=[CH2:56].[CH:11]1[CH:12]=[CH:13][C:8]([C:1]2[CH:6]=[CH:5][CH:4]=[CH:3][CH:2]=2)=[CH:9][CH:10]=1 |f:2.3.4,5.6,12.13.14|. Reported procedure: Following the procedure of Example 6, 18.6 g (0.1 mol) of biphenyl-4,4'-diol (Merck, 64271 Darmstadt, Delaware) were reacted with 42.6 g (0.2 mol) of 6-bromohexanoyl chloride in toluene using triethylamine as acid scavenger. This gave 42 g (77.8%) of 4,4'-biphenyl bis(6-bromohexanoate) of m.p. 96° C. 35 g (0.065 mol) of this compound and 25 g (0.2 mol) of potassium methacrylate were suspended in 30 ml of dimethylformamide, 0.04 g of BHT was added, and the mixture was heated at 95° C. with stirri...